Dataset: the Open Reaction Database (ORD), a public repository of structured organic reaction records. Task: describe an organic reaction: reactants, conditions, products, and yield Starting materials: O(C1=CC=CC=C1)C1=CC=C(N)C=C1 (p-phenoxyaniline), FC(C(C(C(=O)Cl)(F)F)(F)F)(C(=O)Cl)F (hexafluoroglutaroyl chloride), C(C1=CC=C(C(=O)Cl)C=C1)(=O)Cl (terephthaloyl chloride), O(C1=CC=CC=C1)C1=CC=C(C=C1)C(C1=CC=CC=C1)=O (p-phenoxybenzophenone), CN(C)C=O (DMF), [Cl-].[Al+3].[Cl-].[Cl-] (aluminum chloride). Solvent: ClCCCl (DCE). Product: O(C1=CC=CC=C1)C1=CC=C(C=C1)NC(C(C(C(C(=O)NC1=CC=C(C=C1)OC1=CC=CC=C1)(F)F)(F)F)(F)F)=O (N,N'-Di-(4-phenoxyphenyl)hexafluoroglutaramide), amide. Reaction SMILES: [O:1]([C:8]1[CH:14]=[CH:13][C:11]([NH2:12])=[CH:10][CH:9]=1)[C:2]1[CH:7]=[CH:6][CH:5]=[CH:4][CH:3]=1.[F:15][C:16]([F:29])([C:26](Cl)=[O:27])[C:17]([F:25])([F:24])[C:18]([F:23])([F:22])[C:19](Cl)=[O:20].C(Cl)(=O)C1C=CC(C(Cl)=O)=CC=1.[O:42]([C:49]1[CH:54]=[CH:53][C:52](C(=O)C2C=CC=CC=2)=[CH:51][CH:50]=1)[C:43]1[CH:48]=[CH:47][CH:46]=[CH:45][CH:44]=1.[Cl-].[Al+3].[Cl-].[Cl-].C[N:68](C=O)C>ClCCCl>[O:1]([C:8]1[CH:9]=[CH:10][C:11]([NH:12][C:19](=[O:20])[C:18]([F:23])([F:22])[C:17]([F:25])([F:24])[C:16]([F:29])([F:15])[C:26]([NH:68][C:52]2[CH:53]=[CH:54][C:49]([O:42][C:43]3[CH:48]=[CH:47][CH:46]=[CH:45][CH:44]=3)=[CH:50][CH:51]=2)=[O:27])=[CH:13][CH:14]=1)[C:2]1[CH:3]=[CH:4][CH:5]=[CH:6][CH:7]=1 |f:4.5.6.7|. Procedure: N,N'-Di-(4-phenoxyphenyl)hexafluoroglutaramide was prepared by reaction of p-phenoxyaniline with hexafluoroglutaroyl chloride. This amide (6.0319 g, 0.0105) was polymerized with terephthaloyl chloride (2.1624 g, 0.01065 moles), with p-phenoxybenzophenone (0.1646 g, 0.0006 moles) as capping agent and using the procedure of Example 27. The amounts of aluminum chloride, DMF and DCE used were 12.49 g (0.0937 moles), 3.3 mL (0.0426 moles) and 50 mL, respectively. The polymer which was obtained as whi... Starting materials: C1(CCCCC1)C(O)C=1C(=NN(C1)C1=NC=C(C=C1)C(F)(F)F)CC (cyclohexyl{3-ethyl-1-[5-(trifluoromethyl)pyridin-2-yl]-1H-pyrazol-4-yl}methanol), compound, NC1=CC=C(C=C1)C(=O)NCCC(=O)OCC (ethyl 3-{[(4-aminophenyl)carbonyl]amino}propanoate), Example 1 ( 7 ). Product: C1(CCCCC1)C(C=1C(=NN(C1)C1=NC=C(C=C1)C(F)(F)F)CC)NC1=CC=C(C=C1)C(=O)NCCC(=O)O (3-[({4-[(cyclohexyl{3-ethyl-1-[5-(trifluoromethyl)pyridin-2-yl]-1H-pyrazol-4-yl}methyl)amino]phenyl}carbonyl)amino]propanoic acid). As a reaction SMILES: [CH:1]1([CH:7]([C:9]2[C:10]([CH2:24][CH3:25])=[N:11][N:12]([C:14]3[CH:19]=[CH:18][C:17]([C:20]([F:23])([F:22])[F:21])=[CH:16][N:15]=3)[CH:13]=2)O)[CH2:6][CH2:5][CH2:4][CH2:3][CH2:2]1.[NH2:26][C:27]1[CH:32]=[CH:31][C:30]([C:33]([NH:35][CH2:36][CH2:37][C:38]([O:40]CC)=[O:39])=[O:34])=[CH:29][CH:28]=1>>[CH:1]1([CH:7]([NH:26][C:27]2[CH:28]=[CH:29][C:30]([C:33]([NH:35][CH2:36][CH2:37][C:38]([OH:40])=[O:39])=[O:34])=[CH:31][CH:32]=2)[C:9]2[C:10]([CH2:24][CH3:25])=[N:11][N:12]([C:14]3[CH:19]=[CH:18][C:17]([C:20]([F:23])([F:22])[F:21])=[CH:16][N:15]=3)[CH:13]=2)[CH2:6][CH2:5][CH2:4][CH2:3][CH2:2]1. Procedure: Using cyclohexyl{3-ethyl-1-[5-(trifluoromethyl)pyridin-2-yl]-1H-pyrazol-4-yl}methanol (0.55 g) synthesized above and ethyl 3-{[(4-aminophenyl)carbonyl]amino}propanoate (0.37 g) synthesized in Example 1(2) and in the same manner as in Example 1 (7), the title object compound (0.32 g, 38%) was obtained as a white solid. The reactants are CCOC(=O)C1CC12CCC1CC2C1(C)C, CCOC(=O)C1CC12CCCCC2. Yields the product CC1(C)C2CCC3(CC3C(=O)O)C1C2. Reaction SMILES: [CH3:1][C:2]1([CH3:16])[CH:3]2[CH2:4][CH2:5][C:6]3([CH:7]1[CH2:8]2)[CH:9]([C:11](=[O:12])[O:13][CH2:14][CH3:15])[CH2:10]3.[CH:17]1([C:18]([O:19][CH2:20][CH3:21])=[O:22])[C:23]2([CH2:24][CH2:25][CH2:26][CH2:27][CH2:28]2)[CH2:29]1>>[CH3:1][C:2]1([CH3:16])[CH:3]2[CH2:4][CH2:5][C:6]3([CH:7]1[CH2:8]2)[CH:9]([C:11](=[O:12])[OH:13])[CH2:10]3. Reactants: [N+](=O)([O-])C=1C(OC2=CC(=CC=C2C1O)OC)=O (3-Nitro-4-hydroxy-7-methoxy coumarin), Cl (HCl). Solvent: [OH-].[Na+] (sodium hydroxide). Yields the product OC1=C(C=CC(=C1)OC)C(C[N+](=O)[O-])=O (1-(2-Hydroxy-4-methoxyphenyl)-2-nitro ethanone). Yield: 55.9%. RXN SMILES: [N+:1]([C:4]1C(=O)[O:6][C:7]2[C:12]([C:13]=1[OH:14])=[CH:11][CH:10]=[C:9]([O:15][CH3:16])[CH:8]=2)([O-:3])=[O:2].Cl>[OH-].[Na+]>[OH:6][C:7]1[CH:8]=[C:9]([O:15][CH3:16])[CH:10]=[CH:11][C:12]=1[C:13](=[O:14])[CH2:4][N+:1]([O-:3])=[O:2] |f:2.3|. Reported procedure: 3-Nitro-4-hydroxy-7-methoxy coumarin (1.85 g, 0.078 m), prepared as described in D. R. Buckle, et al., J. Med. Chem., 18, 391 (1975), was stirred at room temperature in 5% aqueous sodium hydroxide (60 ml) for 20 hours. The mixture was slowly acidified with 5N HCl. The product was filtered off and sucked dry. Recrystallization from absolute ethanol gave pale yellow crystals (0.92 g, 56%), m.p. 138°-40° C.